This data is from the Open Reaction Database (ORD), a public repository of structured organic reaction records. The task is: describe an organic reaction: reactants, conditions, products, and yield The reactants are CC(C)(C)OC(=O)N1CCNCC1, NNC(=O)OCc1ccccc1, CCOC(C)=O, ClCCl. Yields the product CC(C)(C)OC(=O)N1CCN(C(=O)NNC(=O)OCc2ccccc2)CC1. Reaction SMILES: [C:13]([CH3:14])([CH3:15])([CH3:16])[O:17][C:18](=[O:19])[N:20]1[CH2:21][CH2:22][NH:23][CH2:24][CH2:25]1.[C:1]([NH:2][NH2:3])(=[O:4])[O:5][CH2:6][c:7]1[cH:8][cH:9][cH:10][cH:11][cH:12]1.[CH3:26][CH2:27][O:28][C:29](=[O:30])[CH3:31].[Cl:32][CH2:33][Cl:34]>>[C:1]([NH:2][NH:3][C:27]([N:23]1[CH2:22][CH2:21][N:20]([C:18]([O:17][C:13]([CH3:14])([CH3:15])[CH3:16])=[O:19])[CH2:25][CH2:24]1)=[O:28])(=[O:4])[O:5][CH2:6][c:7]1[cH:8][cH:9][cH:10][cH:11][cH:12]1.